From a dataset of the Open Reaction Database (ORD), a public repository of structured organic reaction records. describe an organic reaction: reactants, conditions, products, and yield The reactants are CC#N, FB(F)F, Cc1cc(SCC2=C(C(=O)O)N3C(=O)C(N)C3SC2)n2nc(CO)nc2n1, O=C(O)c1ccc(O)c(O)c1. The product is Cc1cc(SCC2=C(C(=O)O)N3C(=O)C(N)C3SC2)n2nc(COC(=O)c3ccc(O)c(O)c3)nc2n1. Reaction SMILES: [CH3:43][C:44]#[N:45].[F:39][B:40]([F:41])[F:42].[NH2:1][CH:2]1[CH:3]2[S:4][CH2:5][C:6]([CH2:14][S:15][c:16]3[cH:17][c:18]([CH3:27])[n:19][c:20]4[n:21]3[n:22][c:23]([CH2:25][OH:26])[n:24]4)=[C:7]([C:11](=[O:12])[OH:13])[N:8]2[C:9]1=[O:10].[OH:28][C:29](=[O:30])[c:31]1[cH:32][cH:33][c:34]([OH:35])[c:36]([OH:37])[cH:38]1>>[NH2:1][CH:2]1[CH:3]2[S:4][CH2:5][C:6]([CH2:14][S:15][c:16]3[cH:17][c:18]([CH3:27])[n:19][c:20]4[n:21]3[n:22][c:23]([CH2:25][O:26][C:29](=[O:28])[c:31]3[cH:32][cH:33][c:34]([OH:35])[c:36]([OH:37])[cH:38]3)[n:24]4)=[C:7]([C:11](=[O:12])[OH:13])[N:8]2[C:9]1=[O:10]. The reactants are O (water), C[O-].[Na+] (Sodium methoxide), C(=O)OC (methyl formate), ClC1=CC=CC(=N1)OCC1=C(C=CC=C1)CC(=O)OC (methyl 2-(6-chloropyrid-2-yloxymethyl)phenylacetate). The solvent is C1(=CC=CC=C1)C (toluene). Yields the product ClC1=CC=CC(=N1)OCC1=C(C=CC=C1)/C(/C(=O)OC)=C\O ((E)-methyl 2-[2-(6-chloropyrid-2-yloxymethyl)phenyl]-3-hydroxyacrylate). The yield is 98.6%. RXN SMILES: C[O-].[Na+].[CH:4]([O:6][CH3:7])=[O:5].[Cl:8][C:9]1[N:14]=[C:13]([O:15][CH2:16][C:17]2[CH:22]=[CH:21][CH:20]=[CH:19][C:18]=2[CH2:23][C:24](OC)=[O:25])[CH:12]=[CH:11][CH:10]=1.O>C1(C)C=CC=CC=1>[Cl:8][C:9]1[N:14]=[C:13]([O:15][CH2:16][C:17]2[CH:22]=[CH:21][CH:20]=[CH:19][C:18]=2/[C:23](=[CH:24]\[OH:25])/[C:4]([O:6][CH3:7])=[O:5])[CH:12]=[CH:11][CH:10]=1 |f:0.1|. Reported procedure: Sodium methoxide (0.39 g, 6.9 mmol) and methyl formate (1 ml, 16 mmol) were added portionwise to a stirred solution of methyl 2-(6-chloropyrid-2-yloxymethyl)phenylacetate (1.0 g, 3.3 mmol) in dry toluene (15 ml) under a nitrogen atmosphere at room temperature. After 3 hours at room temperature the mixture was poured into water and extracted with ethyl acetate. The ethyl acetate extracts were washed with water, dried and the ethyl acetate removed to give (E)-methyl 2-[2-(6-chloropyrid-2-yloxymeth... Starting materials: C(C)(=O)Cl (Acetyl chloride), OC(CNCCCCCCCCCCCCCCCC)CO (N-(2,3-dihydroxypropyl)-hexadecylamine). Solvent: C(Cl)(Cl)Cl (chloroform). Reaction conditions: time 16 hour. The product is OC(CN(C(C)=O)CCCCCCCCCCCCCCCC)CO (N-(2,3-dihydroxypropyl)-N-(hexadecyl)ethanamide). The yield is 26.0%. RXN SMILES: [C:1](Cl)(=[O:3])[CH3:2].[OH:5][CH:6]([CH2:25][OH:26])[CH2:7][NH:8][CH2:9][CH2:10][CH2:11][CH2:12][CH2:13][CH2:14][CH2:15][CH2:16][CH2:17][CH2:18][CH2:19][CH2:20][CH2:21][CH2:22][CH2:23][CH3:24]>C(Cl)(Cl)Cl>[OH:5][CH:6]([CH2:25][OH:26])[CH2:7][N:8]([CH2:9][CH2:10][CH2:11][CH2:12][CH2:13][CH2:14][CH2:15][CH2:16][CH2:17][CH2:18][CH2:19][CH2:20][CH2:21][CH2:22][CH2:23][CH3:24])[C:1](=[O:3])[CH3:2]. Reported procedure: Acetyl chloride (1.15g. 14.8 mmoles) was added dropwise to a reactor containing N-(2,3-dihydroxypropyl)-hexadecylamine (1.5 g, 4.3 mmoles) in 3 mL of chloroform. The reaction was stirred for 16 hours at room temperature. When the reaction was completed, the, mixture was concentrated, ethanol and water was added, and the pH of the reaction was adjusted to 14. This mixture was extracted with chloroform, and organic layer was collected and concentrated. The sample was purified on a silica column ch...